From a dataset of the Open Reaction Database (ORD), a public repository of structured organic reaction records. describe an organic reaction: reactants, conditions, products, and yield Reactants: CC(C)(C)OC(=O)N1CCC(=O)CC1, CC(=O)O[BH-](OC(C)=O)OC(C)=O, CC(=O)O, ClCCl, NCc1ccccc1, [Na+], [Na+], [OH-]. Product: CC(C)(C)OC(=O)N1CCC(NCc2ccccc2)CC1. Reaction SMILES: [C:1]([CH3:2])([CH3:3])([CH3:4])[O:5][C:6](=[O:7])[N:8]1[CH2:9][CH2:10][C:11](=[O:14])[CH2:12][CH2:13]1.[C:27]([O:28][BH-:29]([O:30][C:31](=[O:32])[CH3:33])[O:34][C:35](=[O:36])[CH3:37])(=[O:38])[CH3:39].[CH3:23][C:24](=[O:25])[OH:26].[Cl:43][CH2:44][Cl:45].[NH2:15][CH2:16][c:17]1[cH:18][cH:19][cH:20][cH:21][cH:22]1.[Na+:40].[Na+:42].[OH-:41]>>[C:1]([CH3:2])([CH3:3])([CH3:4])[O:5][C:6](=[O:7])[N:8]1[CH2:9][CH2:10][CH:11]([NH:15][CH2:16][c:17]2[cH:18][cH:19][cH:20][cH:21][cH:22]2)[CH2:12][CH2:13]1. Reactants: C(C)(C)(C)OC[C@@H](C/C=C/[C@@H](CC(=O)OCC)C)C ((3R,7R)-E-Ethyl 8-tert. butoxy-3,7-dimethyl-4-octenoate), saturated ester (3S,7R)-Ethyl 8-tert. butoxy-3,7-dimethyloctanoate, [H][H] (hydrogen), [H][H] (hydrogen). The reagents and catalysts are [Ni] (Raney nickel). Solvent: C(C)(=O)OCC (ethyl acetate). Yields the product C(C)OC(C[C@H](CCC[C@H](COC(C)(C)C)C)C)=O ((3S,7R)-Ethyl-8-tert. butoxy-3,7-dimethyloctanoate). As a reaction SMILES: [C:1]([O:5][CH2:6][C@H:7]([CH3:19])[CH2:8]/[CH:9]=[CH:10]/[C@H:11]([CH3:18])[CH2:12][C:13]([O:15][CH2:16][CH3:17])=[O:14])([CH3:4])([CH3:3])[CH3:2].[H][H]>[Ni].C(OCC)(=O)C>[CH2:16]([O:15][C:13](=[O:14])[CH2:12][C@@H:11]([CH3:18])[CH2:10][CH2:9][CH2:8][C@@H:7]([CH3:19])[CH2:6][O:5][C:1]([CH3:4])([CH3:3])[CH3:2])[CH3:17]. Reported procedure: A mixture of 1.104 g. (4.084 mmoles) of (3R,7R)-E-Ethyl 8-tert. butoxy-3,7-dimethyl-4-octenoate, a small amount of Raney nickel, and 30 ml. of ethyl acetate was stirred in an atmosphere of hydrogen, at room temperature, for 2 hours during which time approximately one equivalent of hydrogen was taken up. The catalyst was filtered off and washed with ethyl acetate. Concentration of the combined filtrate and washes in vacuo followed by evaporative distillation afforded 1.045 g. (95%) of saturated e... Reactants: BrC=1C(=NC=CC1)C#N (3-bromo-2-cyano-pyridine), CO (methanol), [OH-].[Na+] (NaOH). Conditions: temperature 0 celsius. Product: BrC=1C(=NC=CC1)C(=O)OC (methyl 3-bromo-pyridine-2-carboxylate). Isolated yield 80.5%. Reaction SMILES: [Br:1][C:2]1[C:3]([C:8]#N)=[N:4][CH:5]=[CH:6][CH:7]=1.[OH-:10].[Na+].[CH3:12][OH:13]>>[Br:1][C:2]1[C:3]([C:8]([O:13][CH3:12])=[O:10])=[N:4][CH:5]=[CH:6][CH:7]=1 |f:1.2|. Procedure: To a mixture of 3-bromo-2-cyano-pyridine (13.53 g; 73.93 mmol) in 150 ml of methanol was added 25% NaOH solution (250 ml) and the resulting mixture was refluxed for 3 hours, cooled, and concentrated in vacuo. The residue was dissolved in 350 ml of methanol, cooled to 0° C. 250 ml of methanolic HCl solution was added portionwise, and the mixture was refluxed for 17 hours. The reaction mixture was cooled to 0° C. neutralized with triethylamine, concentrated in vacuo, and the residue partitioned be... Starting materials: FC(C(O)(C=1C=C2CCCN(C2=CC1)C(CC(C)=O)=O)C(F)(F)F)(F)F (α,α-bis(trifluoromethyl)-1-(1,3-dioxobutyl)-1,2,3,4-tetrahydro-6-quinolinemethanol), ice. Solvent: S(O)(O)(=O)=O (sulfuric acid). Conditions: temperature 60 celsius. The product is FC(C(C(F)(F)F)(O)C1=CC=2C(=CC(N3CCCC(C23)=C1)=O)C)(F)F (2,3-dihydro-9-[2,2,2-trifluoro-1-hydroxy-1-(trifluoromethyl)ethyl]-7-methyl-1H,5H-benzo[ij]quinolizin-5-one). Isolated yield 73.0%. RXN SMILES: [F:1][C:2]([F:26])([F:25])[C:3]([C:21]([F:24])([F:23])[F:22])([C:5]1[CH:6]=[C:7]2[C:12](=[CH:13][CH:14]=1)[N:11]([C:15](=[O:20])[CH2:16][C:17](=O)[CH3:18])[CH2:10][CH2:9][CH2:8]2)[OH:4]>S(=O)(=O)(O)O>[F:26][C:2]([F:25])([F:1])[C:3]([C:5]1[CH:6]=[C:7]2[C:12]3[N:11]([CH2:10][CH2:9][CH2:8]2)[C:15](=[O:20])[CH:16]=[C:17]([CH3:18])[C:13]=3[CH:14]=1)([OH:4])[C:21]([F:24])([F:23])[F:22]. Procedure: A stirred mixture of 6.0 g (0.02 mole) of α,α-bis(trifluoromethyl)-1,2,3,4-tetrahydro-6-quinolinemethanol, 2.6 g (0.02 mole) of ethyl acetoacetate, and 100 ml of xylene is refluxed for 16 hours. The mixture is allowed to cool and is evaporated. The residue is triturated with a mixture of toluene, ethyl acetate, and hexane (60:10:30). The insoluble portion is filtered off, washed with water, and dried to give 1.6 g (23%) of α,α-bis(trifluoromethyl)-1-(1,3-dioxobutyl)-1,2,3,4-tetrahydro-6-quinolin...